Task: describe an organic reaction: reactants, conditions, products, and yield. Dataset: the Open Reaction Database (ORD), a public repository of structured organic reaction records Starting materials: ClC1=CC=C(C=C1)S(=O)(=O)N([C@H]1[C@@H](CCCCC1)CO)CC1=CC=C(C=C1)C#N (4-chloro-N-(4-cyanobenzyl)-N-(trans-2-(hydroxymethyl)cycloheptyl)benzenesulfonamide), ClC1=CC=C(C=C1)S(=O)(=O)N[C@H]1[C@H](CCCCC1)CO (4-chloro-N-(cis-2-(hydroxymethyl)cycloheptyl)benzenesulfonamide), C([O-])([O-])=O.[Cs+].[Cs+] (cesium carbonate), BrCC1=CC=C(C=C1)C=1OC=CN1 (2-(4-(bromomethyl)phenyl)oxazole). The product is title compound, ClC1=CC=C(C=C1)S(=O)(=O)N(CC1=CC=C(C=C1)C=1OC=CN1)[C@H]1[C@H](CCCCC1)CO (4-chloro-N-(cis-2-(hydroxymethyl)cycloheptyl)-N-(4-(oxazol-2-yl)benzyl)benzenesulfonamide). Yield: 53.7%. As a reaction SMILES: [Cl:1][C:2]1[CH:7]=[CH:6][C:5]([S:8]([NH:11][C@@H:12]2[CH2:18][CH2:17][CH2:16][CH2:15][CH2:14][C@@H:13]2[CH2:19][OH:20])(=[O:10])=[O:9])=[CH:4][CH:3]=1.C(=O)([O-])[O-].[Cs+].[Cs+].Br[CH2:28][C:29]1[CH:34]=[CH:33][C:32]([C:35]2[O:36][CH:37]=[CH:38][N:39]=2)=[CH:31][CH:30]=1.ClC1C=CC(S(N(CC2C=CC(C#N)=CC=2)[C@@H]2CCCCC[C@H]2CO)(=O)=O)=CC=1>>[Cl:1][C:2]1[CH:7]=[CH:6][C:5]([S:8]([N:11]([C@@H:12]2[CH2:18][CH2:17][CH2:16][CH2:15][CH2:14][C@@H:13]2[CH2:19][OH:20])[CH2:28][C:29]2[CH:30]=[CH:31][C:32]([C:35]3[O:36][CH:37]=[CH:38][N:39]=3)=[CH:33][CH:34]=2)(=[O:9])=[O:10])=[CH:4][CH:3]=1 |f:1.2.3|. Reported procedure: The title compound was synthesized from 4-chloro-N-(cis-2-(hydroxymethyl)cycloheptyl)benzenesulfonamide (119 mg, 0.38 mmol), cesium carbonate (244 mg, 0.75 mmol), and 2-(4-(bromomethyl)phenyl)oxazole (98 mg, 0.41 mmol) according to the procedure described for 4-chloro-N-(4-cyanobenzyl)-N-(trans-2-(hydroxymethyl)cyclopentyl)benzenesulfonamide (Example 40) to give 4-chloro-N-(cis-2-(hydroxymethyl)cycloheptyl)-N-(4-(oxazol-2-yl)benzyl)benzenesulfonamide (97 mg, 54%). 1H NMR (400 MHz, CDCl3) δ ppm 7... Reactants: ClC1=NC=C2N(C(CCN(C2=N1)C(C)C)=O)C (10-chloro-6-methyl-2-propan-2-yl-2,6,9,11-tetrazabicyclo[5.4.0]undeca-7,9,11-trien-5-one), ClC1=NC=C2N(C(CCN(C2=N1)C(C)C)=O)C (10-chloro-6-methyl-2-propan-2-yl-2,6,9,11-tetrazabicyclo[5.4.0]undeca-7,9,11-trien-5-one), NC1=C(C=C(C(=O)NCCN2CCOCC2)C=C1)Cl (4-amino-3-chloro-N-(2-morpholin-4-ylethyl)benzamide), NC1=C(C=C(C(=O)NCCN2CCOCC2)C=C1)Cl (4-amino-3-chloro-N-(2-morpholin-4-ylethyl)benzamide), O.C1(=CC=C(C=C1)S(=O)(=O)O)C (p-toluenesulphonic acid monohydrate), CO (Methanol). Run in CC(CC(C)O)C (4-methyl-2-pentanol). The product is ClC=1C=C(C(=O)NCCN2CCOCC2)C=CC1NC=1N=C2N(CCC(N(C2=CN1)C)=O)C(C)C (3-chloro-4-[(2-methyl-3-oxo-6-propan-2-yl-2,6,8,10-tetrazabicyclo[5.4.0]undeca-7,9,11-trien-9-yl)amino]-N-(2-morpholin-4-ylethyl)benzamide). The yield is 15.5%. RXN SMILES: Cl[C:2]1[N:12]=[C:11]2[C:5]([N:6]([CH3:17])[C:7](=[O:16])[CH2:8][CH2:9][N:10]2[CH:13]([CH3:15])[CH3:14])=[CH:4][N:3]=1.[NH2:18][C:19]1[CH:35]=[CH:34][C:22]([C:23]([NH:25][CH2:26][CH2:27][N:28]2[CH2:33][CH2:32][O:31][CH2:30][CH2:29]2)=[O:24])=[CH:21][C:20]=1[Cl:36].O.C1(C)C=CC(S(O)(=O)=O)=CC=1.CO>CC(C)CC(O)C>[Cl:36][C:20]1[CH:21]=[C:22]([CH:34]=[CH:35][C:19]=1[NH:18][C:2]1[N:12]=[C:11]2[C:5](=[CH:4][N:3]=1)[N:6]([CH3:17])[C:7](=[O:16])[CH2:8][CH2:9][N:10]2[CH:13]([CH3:15])[CH3:14])[C:23]([NH:25][CH2:26][CH2:27][N:28]1[CH2:33][CH2:32][O:31][CH2:30][CH2:29]1)=[O:24] |f:2.3|. Procedure: 10-chloro-6-methyl-2-propan-2-yl-2,6,9,11-tetrazabicyclo[5.4.0]undeca-7,9,11-trien-5-one (Intermediate 76; 150 mg, 0.59 mmol), 4-amino-3-chloro-N-(2-morpholin-4-ylethyl)benzamide (Intermediate 52; 168 mg, 0.59 mmol), and p-toluenesulphonic acid monohydrate (281 mg, 1.47 mmol) were heated in 4-methyl-2-pentanol (4 mL) at 140° C. for 2 hours. The reaction mixture was cooled and loaded onto an SCX-3 column pre-wet with Methanol. The column was washed with methanol to remove p-toluenesulphonic acid ... Procedure: using isopropyl 2-bromo-4-fluoro-5-(1,2,4,5,6,7-hexahydro-2,4-dioxo-3H-cyclopenta[d]pyrimidin-3-yl)-benzoate and dimethyl sulphate with sodium isopropylate in isopropanol there is obtained isopropyl 2-bromo-4-fluoro-5-(1,2,4,5,6,7-hexahydro-1-methyl-2,4-dioxo-3H-cyclopenta[d]pyrimidin-3-yl)-benzoate, m.p. 116°-120° C., The product is BrC1=C(C(=O)OC(C)C)C=C(C(=C1)F)N1C(N(C2=C(C1=O)CCC2)C)=O (isopropyl 2-bromo-4-fluoro-5-(1,2,4,5,6,7-hexahydro-1-methyl-2,4-dioxo-3H-cyclopenta[d]pyrimidin-3-yl)-benzoate). The solvent is C(C)(C)O (isopropanol). Reaction SMILES: [Br:1][C:2]1[CH:13]=[C:12]([F:14])[C:11]([N:15]2[C:20](=[O:21])[C:19]3[CH2:22][CH2:23][CH2:24][C:18]=3[NH:17][C:16]2=[O:25])=[CH:10][C:3]=1[C:4]([O:6][CH:7]([CH3:9])[CH3:8])=[O:5].S(OC)(O[CH3:30])(=O)=O.[Na]>C(O)(C)C>[Br:1][C:2]1[CH:13]=[C:12]([F:14])[C:11]([N:15]2[C:20](=[O:21])[C:19]3[CH2:22][CH2:23][CH2:24][C:18]=3[N:17]([CH3:30])[C:16]2=[O:25])=[CH:10][C:3]=1[C:4]([O:6][CH:7]([CH3:9])[CH3:8])=[O:5] |^1:32|. Starting materials: BrC1=C(C(=O)OC(C)C)C=C(C(=C1)F)N1C(NC2=C(C1=O)CCC2)=O (isopropyl 2-bromo-4-fluoro-5-(1,2,4,5,6,7-hexahydro-2,4-dioxo-3H-cyclopenta[d]pyrimidin-3-yl)-benzoate), S(=O)(=O)(OC)OC (dimethyl sulphate), [Na] (sodium). Starting materials: CNc1ccccc1, CC(=O)[O-], COc1ccc2nc(Cl)nc(Cl)c2c1, [Na+], C1CCOC1, O. Product: COc1ccc2nc(Cl)nc(N(C)c3ccccc3)c2c1. Reaction SMILES: [CH3:15][NH:16][c:17]1[cH:18][cH:19][cH:20][cH:21][cH:22]1.[CH3:24][C:25](=[O:26])[O-:27].[Cl:1][c:2]1[n:3][c:4]2[cH:5][cH:6][c:7]([O:13][CH3:14])[cH:8][c:9]2[c:10]([Cl:12])[n:11]1.[Na+:23].[O:28]1[CH2:29][CH2:30][CH2:31][CH2:32]1.[OH2:33]>>[Cl:1][c:2]1[n:3][c:4]2[cH:5][cH:6][c:7]([O:13][CH3:14])[cH:8][c:9]2[c:10]([N:16]([CH3:15])[c:17]2[cH:18][cH:19][cH:20][cH:21][cH:22]2)[n:11]1. The reactants are ClCCl, COc1ccc(C2(O)OC(=O)C(c3cc(OC)c4c(c3)OCO4)=C2Cc2cc(OC)c(OC)c(OC)c2)cc1, OCCN1CCOCC1. Yields the product COc1ccc(C2(OCCN3CCOCC3)OC(=O)C(c3cc(OC)c4c(c3)OCO4)=C2Cc2cc(OC)c(OC)c(OC)c2)cc1. RXN SMILES: [Cl:49][CH2:50][Cl:51].[OH:1][C:2]1([c:32]2[cH:33][cH:34][c:35]([O:38][CH3:39])[cH:36][cH:37]2)[C:3]([CH2:19][c:20]2[cH:21][c:22]([O:30][CH3:31])[c:23]([O:28][CH3:29])[c:24]([O:26][CH3:27])[cH:25]2)=[C:4]([c:8]2[cH:9][c:10]3[c:11]([c:15]([O:17][CH3:18])[cH:16]2)[O:12][CH2:13][O:14]3)[C:5](=[O:7])[O:6]1.[OH:40][CH2:41][CH2:42][N:43]1[CH2:44][CH2:45][O:46][CH2:47][CH2:48]1>>[O:1]([C:2]1([c:32]2[cH:33][cH:34][c:35]([O:38][CH3:39])[cH:36][cH:37]2)[C:3]([CH2:19][c:20]2[cH:21][c:22]([O:30][CH3:31])[c:23]([O:28][CH3:29])[c:24]([O:26][CH3:27])[cH:25]2)=[C:4]([c:8]2[cH:9][c:10]3[c:11]([c:15]([O:17][CH3:18])[cH:16]2)[O:12][CH2:13][O:14]3)[C:5](=[O:7])[O:6]1)[CH2:41][CH2:42][N:43]1[CH2:44][CH2:45][O:46][CH2:47][CH2:48]1. As a reaction SMILES: [CH3:26][N:27]([CH3:28])[CH:29]=[O:30].[N+:1]([O-:2])(=[O:3])[c:4]1[cH:5][cH:6][c:7]([C:10]2=[N:11][N:12]=[C:13]([CH3:25])[CH2:14][c:15]3[c:16]2[cH:17][c:18]([O:23][CH3:24])[c:19]([O:21][CH3:22])[cH:20]3)[cH:8][cH:9]1.[Pd:31]>>[NH2:1][c:4]1[cH:5][cH:6][c:7]([C:10]2=[N:11][N:12]=[C:13]([CH3:25])[CH2:14][c:15]3[c:16]2[cH:17][c:18]([O:23][CH3:24])[c:19]([O:21][CH3:22])[cH:20]3)[cH:8][cH:9]1. Yields the product COc1cc2c(cc1OC)C(c1ccc(N)cc1)=NN=C(C)C2. The reactants are CN(C)C=O, COc1cc2c(cc1OC)C(c1ccc([N+](=O)[O-])cc1)=NN=C(C)C2, [Pd]. Reactants: N=1C=CN2N=C(C=CC21)OC2=CC=C(N)C=C2 (4-(imidazo[1,2-b]pyridazin-6-yloxy)aniline), C(C1=CC=CC=C1)(=O)Cl (benzoyl chloride). The solvent is CN1C(CCC1)=O (N-methylpyrrolidone). Product: N=1C=CN2N=C(C=CC21)OC2=CC=C(C=C2)NC(C2=CC=CC=C2)=O (N-[4-(imidazo[1,2-b]pyridazin-6-yloxy)phenyl]benzamide). Yield: 88.0%. RXN SMILES: [N:1]1[CH:2]=[CH:3][N:4]2[C:9]=1[CH:8]=[CH:7][C:6]([O:10][C:11]1[CH:17]=[CH:16][C:14]([NH2:15])=[CH:13][CH:12]=1)=[N:5]2.[C:18](Cl)(=[O:25])[C:19]1[CH:24]=[CH:23][CH:22]=[CH:21][CH:20]=1>CN1CCCC1=O>[N:1]1[CH:2]=[CH:3][N:4]2[C:9]=1[CH:8]=[CH:7][C:6]([O:10][C:11]1[CH:17]=[CH:16][C:14]([NH:15][C:18](=[O:25])[C:19]3[CH:24]=[CH:23][CH:22]=[CH:21][CH:20]=3)=[CH:13][CH:12]=1)=[N:5]2. Procedure: Using 4-(imidazo[1,2-b]pyridazin-6-yloxy)aniline (113 mg, 0.50 mmol), N-methylpyrrolidone (1 mL) and benzoyl chloride (0.116 mL, 1.00 mmol), and in the same manner as in Example 145, the title compound (144 mg, 0.44 mmol, yield 87%) was obtained. The reactants are C(C1=CC=CC=C1)OC1=CC=C(C=C1)CC(=O)O (4-benzyloxyphenylacetic acid), S(=O)(Cl)Cl (thionyl chloride). Run at time 4 hour. The product is C(C1=CC=CC=C1)OC1=CC=C(C=C1)CC(=O)Cl (4-benzyloxyphenylacetic acid chloride). As a reaction SMILES: [CH2:1]([O:8][C:9]1[CH:14]=[CH:13][C:12]([CH2:15][C:16]([OH:18])=O)=[CH:11][CH:10]=1)[C:2]1[CH:7]=[CH:6][CH:5]=[CH:4][CH:3]=1.S(Cl)([Cl:21])=O>>[CH2:1]([O:8][C:9]1[CH:14]=[CH:13][C:12]([CH2:15][C:16]([Cl:21])=[O:18])=[CH:11][CH:10]=1)[C:2]1[CH:7]=[CH:6][CH:5]=[CH:4][CH:3]=1. Reported procedure: In this example, 6.05 g of 4-benzyloxyphenylacetic acid obtained as in Example 1, is dissolved in 125 ml of thionyl chloride, and boiled for 4 hours. Excess thionyl chloride is distilled off under reduced pressure, and the residue is dried, whereby 4-benzyloxyphenylacetic acid chloride is obtained. The thus obtained product is then dissolved in 25 ml of anhydrous benzene, and the resulting solution is added dropwise to 8.3 g of triethyl phosphite in a nitrogen gas stream with stirring under ice ... The reactants are C(=O)(C(F)(F)F)O (TFA), C(C)(C)(C)OC(NC1=C(C=C(C(=C1)N(CCC)C)C)N)=O ([2-amino-4-methyl-5-(methyl-propyl-amino)-phenyl]-carbamic acid tert-butyl ester), C(C)(C)(C)OC(CC(C1=CC(=CC=C1)C=1SC=C(N1)COC1OCCCC1)=O)=O (3-oxo-3-[3-[4-(tetrahydro-pyran-2-yloxymethyl)-thiazol-2-yl]-phenyl]-propionic acid tert-butyl ester). Run in C(Cl)Cl (CH2Cl2). Yields the product OCC=1N=C(SC1)C=1C=C(C=CC1)C1=NC2=C(NC(C1)=O)C=C(C(=C2)N(CCC)C)C (4-[3-(4-Hydroxymethyl-thiazol-2-yl)-phenyl]-8-methyl-7-(methyl-propyl-amino)-1,3-dihydro-benzo[b][1,4]diazepin-2-one), solid. RXN SMILES: C(OC(=O)[NH:7][C:8]1[CH:13]=[C:12]([N:14]([CH3:18])[CH2:15][CH2:16][CH3:17])[C:11]([CH3:19])=[CH:10][C:9]=1[NH2:20])(C)(C)C.C(O[C:27](=[O:50])[CH2:28][C:29](=O)[C:30]1[CH:35]=[CH:34][CH:33]=[C:32]([C:36]2[S:37][CH:38]=[C:39]([CH2:41][O:42]C3CCCCO3)[N:40]=2)[CH:31]=1)(C)(C)C.C(O)(C(F)(F)F)=O>C(Cl)Cl>[OH:42][CH2:41][C:39]1[N:40]=[C:36]([C:32]2[CH:31]=[C:30]([C:29]3[CH2:28][C:27](=[O:50])[NH:20][C:9]4[CH:10]=[C:11]([CH3:19])[C:12]([N:14]([CH3:18])[CH2:15][CH2:16][CH3:17])=[CH:13][C:8]=4[N:7]=3)[CH:35]=[CH:34][CH:33]=2)[S:37][CH:38]=1. Procedure details: The title compound was prepared from [2-amino-4-methyl-5-(methyl-propyl-amino)-phenyl]-carbamic acid tert-butyl ester (0.21 g) (Example J24) and 3-oxo-3-[3-[4-(tetrahydro-pyran-2-yloxymethyl)-thiazol-2-yl]-phenyl]-propionic acid tert-butyl ester (Example K27) (0.31 g) according to the general procedure M. The obtained material was deprotected and cyclized by treatment with TFA in CH2Cl2 according to the general procedure N. Obtained as a yellow solid (0.09 g). The solvent is O (water). Product: CN[C@H]1[C@@H](CCCC1)N1CCCC1 (trans-N-methyl-2-(1-pyrrolidinyl)cyclohexanamine). The reactants are [OH-].[Na+] (sodium hydroxide), CN1C2CCCCC12 (7-methyl-7-azabicyclo[4.1.0] heptane), N1CCCC1 (pyrrolidine), [Cl-].[NH4+] (ammonium chloride). Reaction SMILES: [CH3:1][N:2]1[CH:8]2[CH:3]1[CH2:4][CH2:5][CH2:6][CH2:7]2.[NH:9]1[CH2:13][CH2:12][CH2:11][CH2:10]1.[Cl-].[NH4+].[OH-].[Na+]>O>[CH3:1][NH:2][C@@H:3]1[CH2:8][CH2:7][CH2:6][CH2:5][C@H:4]1[N:9]1[CH2:13][CH2:12][CH2:11][CH2:10]1 |f:2.3,4.5|. Reported procedure: A mixture of 7-methyl-7-azabicyclo[4.1.0] heptane (7.0 g, 0.063 M), pyrrolidine (17.92 g, 0.25 M), water (10 ml) and ammonium chloride (0.16 g) was stirred and refluxed for 21 hours. The solution was cooled and solid sodium hydroxide added and extracted with ether (3×50 ml). The extracts were dried over magnesium sulphate and evaporated under reduced pressure to a brown oil. This was distilled under high vacuum to yield a colorless oil.